This data is from the Open Reaction Database (ORD), a public repository of structured organic reaction records. The task is: describe an organic reaction: reactants, conditions, products, and yield Starting materials: Cl (hydrogen chloride), C1=C(C=CC2=CC=CC=C12)C(=O)CCN1C=NC=C1 (1-[2-(2-naphthoyl)ethyl]imidazole). Solvent: C1=CC=CC=C1 (benzene). The product is Cl.C1=C(C=CC2=CC=CC=C12)C(=O)CCN1C=NC=C1 (1-[2-(2-naphthoyl)ethyl]imidazole hydrochloride). RXN SMILES: [ClH:1].[CH:2]1[C:11]2[C:6](=[CH:7][CH:8]=[CH:9][CH:10]=2)[CH:5]=[CH:4][C:3]=1[C:12]([CH2:14][CH2:15][N:16]1[CH:20]=[CH:19][N:18]=[CH:17]1)=[O:13]>C1C=CC=CC=1>[ClH:1].[CH:2]1[C:11]2[C:6](=[CH:7][CH:8]=[CH:9][CH:10]=2)[CH:5]=[CH:4][C:3]=1[C:12]([CH2:14][CH2:15][N:16]1[CH:20]=[CH:19][N:18]=[CH:17]1)=[O:13] |f:3.4|. Procedure: Ethereal hydrogen chloride is added dropwise to a solution of 1.0 g 1-[2-(2-naphthoyl)ethyl]imidazole in 100 ml anhydrous benzene until precipitation is complete. The product is filtered, washed with ether, air dried and recrystallized from methanol/acetone to yield 1-[2-(2-naphthoyl)ethyl]imidazole hydrochloride, m.p. 182.5°-186° C. Reactants: CN(C)C(=O)C1CCN(C(=O)OCc2ccccc2)CC1, CO, [H][H], [Pd]. The product is CN(C)C(=O)C1CCNCC1. Reaction SMILES: [CH3:1][N:2]([C:3](=[O:4])[CH:5]1[CH2:6][CH2:7][N:8]([C:11]([O:12][CH2:13][c:14]2[cH:15][cH:16][cH:17][cH:18][cH:19]2)=[O:20])[CH2:9][CH2:10]1)[CH3:21].[CH3:22][OH:23].[H:24][H:25].[Pd:26]>>[CH3:1][N:2]([C:3](=[O:4])[CH:5]1[CH2:6][CH2:7][NH:8][CH2:9][CH2:10]1)[CH3:21]. The reactants are N-(2-chloro-6-methoxycarbonylphenyl)-S,S-tetramethylenesulfilimine, ClS(=O)(=O)C1=NN2C(=NC(=CC2=N1)F)OCC (2-Chlorosulfonyl-7-fluoro-5-ethoxy[1,2,4]triazolo[1,5-c]pyrimidine), mixture, ClC1=C(C(C(=O)OC)=CC=C1)N (methyl 3-chloroanthranilate), N1=CC=CC=C1 (pyridine). Run in ClCCl (dichloromethane). Run at temperature 10 celsius, time 6 hour. Yields the product ClC1=C(C(=CC=C1)C(=O)OC)NS(=O)(=O)C1=NN2C(=NC(=CC2=N1)F)OCC (N-(2-Chloro-6-methoxycarbonylphenyl)-7-fluoro-5-ethoxy[1,2,4]triazolo[1,5-c]pyrimidine-2-sulfonamide). The yield is 90.0%. Reaction SMILES: [Cl:1][C:2]1[CH:11]=[CH:10][CH:9]=[C:4]([C:5]([O:7][CH3:8])=[O:6])[C:3]=1[NH2:12].N1C=CC=CC=1.Cl[S:20]([C:23]1[N:31]=[C:30]2[N:25]([C:26]([O:33][CH2:34][CH3:35])=[N:27][C:28]([F:32])=[CH:29]2)[N:24]=1)(=[O:22])=[O:21]>ClCCl>[Cl:1][C:2]1[CH:11]=[CH:10][CH:9]=[C:4]([C:5]([O:7][CH3:8])=[O:6])[C:3]=1[NH:12][S:20]([C:23]1[N:31]=[C:30]2[N:25]([C:26]([O:33][CH2:34][CH3:35])=[N:27][C:28]([F:32])=[CH:29]2)[N:24]=1)(=[O:21])=[O:22]. Procedure details: The same product was obtained in a similar fashion using the N-(2-chloro-6-methoxycarbonylphenyl)-S,S-tetramethylenesulfilimine product mixture of Example 4 as the catalyst. A 9 mL portion of that product was diluted with 75 mL of dichloromethane, the solution was cooled to 10° C., and 9.3 g (50 mmol) of methyl 3-chloroanthranilate and then 4.8 g (60 mmol) of pyridine were added with cooling and stirring. 2-Chlorosulfonyl-7-fluoro-5-ethoxy[1,2,4]triazolo[1,5-c]pyrimidine (15.5 g of 91 percent pu... The reactants are ClC=1C=CC2=C(OC3=C(C(=C2)N2CCN(CC2)C)C=CC(=C3)C(F)(F)F)C1 (1-[3-chloro-7-trifluoromethyl-dibenz[b,f]oxepin-10-yl]-4-methyl-piperazine), [BH4-].[Na+] (sodium borohydride). Solvent: C(C)(=O)O (acetic acid). The product is ClC=1C=CC2=C(OC3=C(C(C2)N2CCN(CC2)C)C=CC(=C3)C(F)(F)F)C1 (1-[3-chloro-10,11-dihydro-7-trifluoromethyl-dibenz[b,f]oxepin-10-yl]-4-methyl-piperazine). As a reaction SMILES: [Cl:1][C:2]1[CH:3]=[CH:4][C:5]2[CH:11]=[C:10]([N:12]3[CH2:17][CH2:16][N:15]([CH3:18])[CH2:14][CH2:13]3)[C:9]3[CH:19]=[CH:20][C:21]([C:23]([F:26])([F:25])[F:24])=[CH:22][C:8]=3[O:7][C:6]=2[CH:27]=1.[BH4-].[Na+]>C(O)(=O)C>[Cl:1][C:2]1[CH:3]=[CH:4][C:5]2[CH2:11][CH:10]([N:12]3[CH2:17][CH2:16][N:15]([CH3:18])[CH2:14][CH2:13]3)[C:9]3[CH:19]=[CH:20][C:21]([C:23]([F:26])([F:25])[F:24])=[CH:22][C:8]=3[O:7][C:6]=2[CH:27]=1 |f:1.2|. Procedure details: 11.9 G. of 1-[3-chloro-7-trifluoromethyl-dibenz[b,f]oxepin-10-yl]-4-methyl-piperazine was reduced with sodium borohydride in glacial acetic acid in a manner analogous to that described in Example 14, and there is obtained crude 1-[3-chloro-10,11-dihydro-7-trifluoromethyl-dibenz[b,f]oxepin-10-yl]-4-methyl-piperazine which is recrystallized from isopropanol and melts at 110° C. The dihydrochloride, prepared in ethanol, melts at 219°-222° C. (with decomposition). Reactants: CCO, NN1CCN(S(=O)(=O)c2ccc3cc(Cl)ccc3c2)CC1=O, O=C1CCN(c2ccncc2)CC1. The product is O=C1CN(S(=O)(=O)c2ccc3cc(Cl)ccc3c2)CCN1N=C1CCN(c2ccncc2)CC1. Reaction SMILES: [CH3:36][CH2:37][OH:38].[NH2:1][N:2]1[C:3](=[O:22])[CH2:4][N:5]([S:8](=[O:9])(=[O:10])[c:11]2[cH:12][c:13]3[cH:14][cH:15][c:16]([Cl:21])[cH:17][c:18]3[cH:19][cH:20]2)[CH2:6][CH2:7]1.[n:23]1[cH:24][cH:25][c:26]([N:29]2[CH2:30][CH2:31][C:32](=[O:35])[CH2:33][CH2:34]2)[cH:27][cH:28]1>>[N:1]([N:2]1[C:3](=[O:22])[CH2:4][N:5]([S:8](=[O:9])(=[O:10])[c:11]2[cH:12][c:13]3[cH:14][cH:15][c:16]([Cl:21])[cH:17][c:18]3[cH:19][cH:20]2)[CH2:6][CH2:7]1)=[C:32]1[CH2:31][CH2:30][N:29]([c:26]2[cH:25][cH:24][n:23][cH:28][cH:27]2)[CH2:34][CH2:33]1. Starting materials: CCN(C(C)C)C(C)C, C1CCOC1, CCOC(C)=O, O=C(Cl)c1ccc(Cl)nc1Cl, ClCCl, NC1C2CC3CC1CC(O)(C3)C2. Yields the product O=C(NC1C2CC3CC1CC(O)(C3)C2)c1ccc(Cl)nc1Cl. As a reaction SMILES: [CH2:24]([N:25]([CH:26]([CH3:27])[CH3:28])[CH:29]([CH3:30])[CH3:31])[CH3:32].[CH2:36]1[O:37][CH2:38][CH2:39][CH2:40]1.[CH3:41][CH2:42][O:43][C:44]([CH3:45])=[O:46].[Cl:1][c:2]1[c:3]([C:4](=[O:5])[Cl:6])[cH:7][cH:8][c:9]([Cl:11])[n:10]1.[Cl:33][CH2:34][Cl:35].[NH2:12][CH:13]1[CH:14]2[CH2:15][C:16]3([OH:23])[CH2:17][CH:18]([CH2:19][CH:20]1[CH2:21]3)[CH2:22]2>>[Cl:1][c:2]1[c:3]([C:4](=[O:5])[NH:12][CH:13]2[CH:14]3[CH2:15][C:16]4([OH:23])[CH2:17][CH:18]([CH2:19][CH:20]2[CH2:21]4)[CH2:22]3)[cH:7][cH:8][c:9]([Cl:11])[n:10]1. Reactants: CC1=NC(=CC(=C1/C=C/C=O)C1=CC=C(C=C1)F)C ((E)-3-[2,6-Dimethyl-4-(4-fluorophenyl)-pyrid-3-yl]-prop-2-enal), [Cl-].[NH4+] (ammonium chloride), C(CC(=O)C)(=O)OC (methyl acetoacetate), [H-].[Na+] (sodium hydride), C(CCC)[Li] (n-butyllithium). Run in O1CCCC1 (tetrahydrofuran), O1CCCC1 (tetrahydrofuran). Conditions: temperature 0 celsius, time 15 minute. The product is CC1=NC(=CC(=C1/C=C/C(CC(CC(=O)OC)=O)O)C1=CC=C(C=C1)F)C (Methyl (E)-7-[2,6-dimethyl-4-(4-fluorophenyl)-pyrid-3-yl]-5-hydroxy-3-oxo-hept-6-enoate). Yield: 96.2%. Reaction SMILES: [C:1]([O:7][CH3:8])(=[O:6])[CH2:2][C:3]([CH3:5])=[O:4].[H-].[Na+].C([Li])CCC.[CH3:16][C:17]1[C:22](/[CH:23]=[CH:24]/[CH:25]=[O:26])=[C:21]([C:27]2[CH:32]=[CH:31][C:30]([F:33])=[CH:29][CH:28]=2)[CH:20]=[C:19]([CH3:34])[N:18]=1.[Cl-].[NH4+]>O1CCCC1>[CH3:16][C:17]1[C:22](/[CH:23]=[CH:24]/[CH:25]([OH:26])[CH2:5][C:3](=[O:4])[CH2:2][C:1]([O:7][CH3:8])=[O:6])=[C:21]([C:27]2[CH:28]=[CH:29][C:30]([F:33])=[CH:31][CH:32]=2)[CH:20]=[C:19]([CH3:34])[N:18]=1 |f:1.2,5.6|. Procedure details: 82.2 μl (0.76 mmol) of methyl acetoacetate are added dropwise at 0° C. under a nitrogen atmosphere to 18.5 mg (0.8 mmol) of sodium hydride in 1 ml of tetrahydrofuran. After 15 minutes, 0.55 ml (0.77 mmol) of n-butyllithium (1.5M in hexane) is added dropwise at 0° C., the mixture is stirred for 15 minutes at 0° C. and 180 mg (0.7 mmol) of the compound from Example 31 are added dropwise in 3 ml of tetrahydrofuran. After 1 h, the mixture is hydrolyzed using saturated ammonium chloride solution and ...